Dataset: the Open Reaction Database (ORD), a public repository of structured organic reaction records. Task: describe an organic reaction: reactants, conditions, products, and yield The reactants are C(CCC)C1=CC=C(C=C1)C#CC1=CC=C(C=O)C=C1 (4-[(4-butylphenyl)ethynyl]benzaldehyde), NC1CCCC=2C=CC(=CC12)C(=O)OC (methyl 8-amino-5,6,7,8-tetrahydronaphthalene-2-carboxylate). Product: C(CCC)C1=CC=C(C=C1)C#CC1=CC=C(CNC2CCCC=3C=CC(=CC23)C(=O)OC)C=C1 (methyl 8-({4-[(4-butylphenyl)ethynyl]benzyl}amino)-5,6,7,8-tetrahydronaphthalene-2-carboxylate). RXN SMILES: [CH2:1]([C:5]1[CH:10]=[CH:9][C:8]([C:11]#[C:12][C:13]2[CH:20]=[CH:19][C:16]([CH:17]=O)=[CH:15][CH:14]=2)=[CH:7][CH:6]=1)[CH2:2][CH2:3][CH3:4].[NH2:21][CH:22]1[C:31]2[CH:30]=[C:29]([C:32]([O:34][CH3:35])=[O:33])[CH:28]=[CH:27][C:26]=2[CH2:25][CH2:24][CH2:23]1>>[CH2:1]([C:5]1[CH:10]=[CH:9][C:8]([C:11]#[C:12][C:13]2[CH:20]=[CH:19][C:16]([CH2:17][NH:21][CH:22]3[C:31]4[CH:30]=[C:29]([C:32]([O:34][CH3:35])=[O:33])[CH:28]=[CH:27][C:26]=4[CH2:25][CH2:24][CH2:23]3)=[CH:15][CH:14]=2)=[CH:7][CH:6]=1)[CH2:2][CH2:3][CH3:4]. Reported procedure: The titled compound was prepared following the procedure L using 4-[(4-butylphenyl)ethynyl]benzaldehyde and methyl 8-amino-5,6,7,8-tetrahydronaphthalene-2-carboxylate as a yellow oil (95%). 1H NMR (CDCl3, 300 MHz) δ 7.96 (d, J=1.7 Hz, 1H), 7.72 (dd, J=7.9, 1.7 Hz, 1H), 7.29-7.42 (m, 5H), 7.17 (d, J=2.8 Hz, 1H), 7.07 (m, 3H), 3.82 (m, 5H), 3.75 (m, 1H), 2.67-2.82 (m, 2H), 2.50 (m, 2H), 1.92 (m, 1H), 1.82 (m, 2H), 1.62 (m, 1H), 1.51 (m, 2H), 1.28 (m, 2H), 0.83 (m, 3H). M+ (ESI): 452.2. HPLC, Rt: 4... The reactants are FC1=C(C=CC(=C1)F)NC(=O)C1C(N(C2=CC=C(C=C12)C1(OCCO1)C)CC)=O (N-(2,4-Difluorophenyl)-1-ethyl-5-(2-methyl-4,5-dihydro-1,3-dioxol-2-yl)oxindole-3-carboxamide), O1CCCC1 (tetrahydrofuran), Cl (hydrochloric acid). Solvent: O (water). Conditions: time 1 hour. Yields the product FC1=C(C=CC(=C1)F)NC(=O)C1C(N(C2=CC=C(C=C12)C(C)=O)CC)=O (N-(2,4-difluorophenyl)-1-ethyl-5-acetyloxindole-3-carboxamide). Yield: 73.0%. RXN SMILES: [F:1][C:2]1[CH:7]=[C:6]([F:8])[CH:5]=[CH:4][C:3]=1[NH:9][C:10]([CH:12]1[C:20]2[C:15](=[CH:16][CH:17]=[C:18]([C:21]3([CH3:26])OCC[O:22]3)[CH:19]=2)[N:14]([CH2:27][CH3:28])[C:13]1=[O:29])=[O:11].O1CCCC1.Cl>O>[F:1][C:2]1[CH:7]=[C:6]([F:8])[CH:5]=[CH:4][C:3]=1[NH:9][C:10]([CH:12]1[C:20]2[C:15](=[CH:16][CH:17]=[C:18]([C:21](=[O:22])[CH3:26])[CH:19]=2)[N:14]([CH2:27][CH3:28])[C:13]1=[O:29])=[O:11]. Reported procedure: N-(2,4-Difluorophenyl)-1-ethyl-5-(2-methyl-4,5-dihydro-1,3-dioxol-2-yl)oxindole-3-carboxamide (636 mg., 1.58 mmoles) was dissolved in 15 ml. of tetrahydrofuran to which was added 10 ml. of 1N hydrochloric acid. The solution was stirred for one hour followed by the addition of an equal volume of water. The resulting precipitate was filtered, vacuum dried and recrystallized from diisopropyl ether--methylene chloride, 412 mg. (73% yield), m.p. 160°-161° C. Starting materials: O=C([O-])[O-], CI, CN(C)C=O, CCOCC, Cl, FC(F)(F)c1cc(COC2CCC3CCC2(c2ccccc2)N3)cc(C(F)(F)F)c1, [K+], [K+], O. The product is Cl, CN1C2CCC(OCc3cc(C(F)(F)F)cc(C(F)(F)F)c3)C1(c1ccccc1)CC2. RXN SMILES: [C:31](=[O:32])([O-:33])[O-:34].[CH3:37][I:38].[CH3:40][N:41]([CH3:42])[CH:43]=[O:44].[CH3:45][CH2:46][O:47][CH2:48][CH3:49].[ClH:39].[F:1][C:2]([c:3]1[cH:4][c:5]([CH2:13][O:14][CH:15]2[C:16]3([c:23]4[cH:24][cH:25][cH:26][cH:27][cH:28]4)[CH2:17][CH2:18][CH:19]([CH2:20][CH2:21]2)[NH:22]3)[cH:6][c:7]([C:9]([F:10])([F:11])[F:12])[cH:8]1)([F:29])[F:30].[K+:35].[K+:36].[OH2:50]>>[ClH:39].[F:1][C:2]([c:3]1[cH:4][c:5]([CH2:13][O:14][CH:15]2[C:16]3([c:23]4[cH:24][cH:25][cH:26][cH:27][cH:28]4)[CH2:17][CH2:18][CH:19]([CH2:20][CH2:21]2)[N:22]3[CH3:31])[cH:6][c:7]([C:9]([F:10])([F:11])[F:12])[cH:8]1)([F:29])[F:30].